This data is from the Open Reaction Database (ORD), a public repository of structured organic reaction records. The task is: describe an organic reaction: reactants, conditions, products, and yield Reaction SMILES: [F:1][C:2]([F:21])([F:20])[C:3]([NH:5][C:6]1[CH:15]=[CH:14][C:13]2[C:12]([CH3:17])([CH3:16])[CH2:11][CH2:10][C:9]([CH3:19])([CH3:18])[C:8]=2[CH:7]=1)=[O:4].[OH-].[K+].I[CH2:25][CH2:26][CH2:27][CH2:28][CH3:29]>CS(C)=O.O>[F:1][C:2]([F:20])([F:21])[C:3]([N:5]([CH2:25][CH2:26][CH2:27][CH2:28][CH3:29])[C:6]1[CH:15]=[CH:14][C:13]2[C:12]([CH3:16])([CH3:17])[CH2:11][CH2:10][C:9]([CH3:19])([CH3:18])[C:8]=2[CH:7]=1)=[O:4] |f:1.2|. Reaction conditions: temperature 0 celsius, time 24 hour. The product is FC(C(=O)N(C1=CC=2C(CCC(C2C=C1)(C)C)(C)C)CCCCC)(F)F (2,2,2-trifluoro-N-pentyl-N-(5,5,8,8-tetramethyl-5,6,7,8-tetrahydro-naphthalen-2-yl)-acetamide). Solvent: CS(=O)C (dimethylsulfoxide), CS(=O)C (DMSO), O (water). Starting materials: FC(C(=O)NC1=CC=2C(CCC(C2C=C1)(C)C)(C)C)(F)F (2,2,2-trifluoro-N-(5,5,8,8-tetramethyl-5,6,7,8-tetrahydro-naphthalen-2-yl)-acetamide), [OH-].[K+] (potassium hydroxide), ICCCCC (Iodopentane). Procedure: A solution of 2,2,2-trifluoro-N-(5,5,8,8-tetramethyl-5,6,7,8-tetrahydro-naphthalen-2-yl)-acetamide (29) (15.05 g, 40.7 mmole) in 105 mL dimethylsulfoxide (DMSO) was treated with potassium hydroxide (3.38 g) and then cooled to 0° C. Iodopentane (7.9 mL) in 15 mL DMSO was added dropwise to the reaction mixture and the temperature was allowed to rise to 23° C. The reaction mixture was stirred at room temperature for 24 hours, diluted with 200 mL of water and extracted with two 200 mL portions of et... Reactants: O (H2O), IC1=CC=C(C=C1)O (4-iodophenol), C(=O)([O-])[O-].[K+].[K+] (K2CO3), BrCCCCBr (1,4 dibromobutane). Solvent: CN(C)C=O (DMF). Run at time 8 hour. Product: BrCCCCOC1=CC=C(C=C1)I (1-(4-bromobutoxy)-4-iodobenzene). The yield is 56.3%. As a reaction SMILES: [I:1][C:2]1[CH:7]=[CH:6][C:5]([OH:8])=[CH:4][CH:3]=1.C([O-])([O-])=O.[K+].[K+].[Br:15][CH2:16][CH2:17][CH2:18][CH2:19]Br.O>CN(C=O)C>[Br:15][CH2:16][CH2:17][CH2:18][CH2:19][O:8][C:5]1[CH:6]=[CH:7][C:2]([I:1])=[CH:3][CH:4]=1 |f:1.2.3|. Procedure details: To a stirring solution of 4-iodophenol (100 g, 0.5 mol) and K2CO3 (70 g, 0.5 mol) in DMF (400 mL) was added 1,4 dibromobutane (100 mL, 0.84 mol) over a period of 1 hr. The solution was stirred overnight at room temperature under Ar. H2O (1000 mL) was added and the reaction mixture was extracted with CH2Cl2. The organic layer was then washed with 1000 mL of brine, dried over MgSO4, concentrated to gave a white solid (100 g); 1H NMR (CD3Cl): δ 2.15-1.87 (m, 6H), 3.50-3.20 (m, 4H), 3.94 (t, 2H), 6.... As a reaction SMILES: Cl[C:2]1[CH:3]=[C:4]([CH3:20])[C:5]2[NH:6][C:7](=[O:19])[C:8]3[CH:18]=[CH:17][CH:16]=[N:15][C:9]=3[N:10]([CH2:13][CH3:14])[C:11]=2[N:12]=1.[OH:21][CH2:22][CH2:23][CH:24]1[CH2:29][CH2:28][CH2:27][CH2:26][NH:25]1>>[CH2:13]([N:10]1[C:9]2[N:15]=[CH:16][CH:17]=[CH:18][C:8]=2[C:7](=[O:19])[NH:6][C:5]2[C:4]([CH3:20])=[CH:3][C:2]([N:25]3[CH2:26][CH2:27][CH2:28][CH2:29][CH:24]3[CH2:23][CH2:22][OH:21])=[N:12][C:11]1=2)[CH3:14]. The product is C(C)N1C2=C(NC(C3=C1N=CC=C3)=O)C(=CC(=N2)N2C(CCCC2)CCO)C (5,11-Dihydro-11-ethyl-2-[2-(hydroxyethyl)piperidin-1-yl]-4-methyl-6H-dipyrido[3,2-b:2',3'-e][1,4]diazepin-6-one). Procedure: The title compound, m.p. 234°-237° C., was synthesized from 2-chloro-5,11-dihydro-11-ethyl-4-methyl-6H-dipyrido[3,2-b:2',3'-e][1,4]diazepin-6-one and 2-(hydroxyethyl)piperidine using procedures analogous to those described above, except that the mixture was heated at reflux for 1.25 hrs, and the product was crystallized from ethyl acetate/ethanol. Starting materials: ClC=1C=C(C=2NC(C3=C(N(C2N1)CC)N=CC=C3)=O)C (2-chloro-5,11-dihydro-11-ethyl-4-methyl-6H-dipyrido[3,2-b:2',3'-e][1,4]diazepin-6-one), OCCC1NCCCC1 (2-(hydroxyethyl)piperidine). Reactants: CCOC(=O)c1cc(-c2cccc(C#N)c2)c(-c2cc(F)cc(Cl)c2)s1, Cl, [Li+], C1CCOC1, [OH-], O. Product: N#Cc1cccc(-c2cc(C(=O)O)sc2-c2cc(F)cc(Cl)c2)c1. RXN SMILES: [Cl:1][c:2]1[cH:3][c:4](-[c:9]2[c:10](-[c:19]3[cH:20][c:21]([C:25]#[N:26])[cH:22][cH:23][cH:24]3)[cH:11][c:12]([C:14](=[O:15])[O:16][CH2:17][CH3:18])[s:13]2)[cH:5][c:6]([F:8])[cH:7]1.[ClH:30].[Li+:27].[O:31]1[CH2:32][CH2:33][CH2:34][CH2:35]1.[OH-:28].[OH2:29]>>[Cl:1][c:2]1[cH:3][c:4](-[c:9]2[c:10](-[c:19]3[cH:20][c:21]([C:25]#[N:26])[cH:22][cH:23][cH:24]3)[cH:11][c:12]([C:14](=[O:15])[OH:16])[s:13]2)[cH:5][c:6]([F:8])[cH:7]1. Starting materials: ethyl acetate hexanes, C(C)(C)(C)OC(C(C[C@@H](C(O)Cl)NC(=O)OCC1C2=CC=CC=C2C=2C=CC=CC12)=N)=O (4-(9-fluorenylmethoxycarbonyl)amino-(4S)-5-chloro-5-hydroxy-imino-pentanoic acid t-butyl ester), C(C(=C)C)(=O)OC (methyl methacrylate), C(C)N(C(C)C)C(C)C (EtN(i-Pr)2), CCOCC (ether). Yields the product COC(=O)C1(CC(=NO1)[C@H](CCC(=O)OC(C)(C)C)NC(=O)OCC1C2=CC=CC=C2C=2C=CC=CC12)C (3-[(1S)-1-(9-Fluorenylmethyloxycarbonylamino)-3-t-butoxycarbonyl-propyl]-5-methyl-4,5-dihydro-isoxazole-5-carboxylic Acid Methyl Ester). RXN SMILES: [C:1]([O:5][C:6](=[O:32])[C:7](=N)[CH2:8][C@H:9]([NH:13][C:14]([O:16][CH2:17][CH:18]1[C:30]2[CH:29]=[CH:28][CH:27]=[CH:26][C:25]=2[C:24]2[C:19]1=[CH:20][CH:21]=[CH:22][CH:23]=2)=[O:15])C(Cl)O)([CH3:4])([CH3:3])[CH3:2].[C:33]([O:38][CH3:39])(=[O:37])[C:34]([CH3:36])=[CH2:35].C([N:42]([CH:46](C)C)C(C)C)C.CC[O:51]CC>>[CH3:39][O:38][C:33]([C:34]1([CH3:36])[O:51][N:42]=[C:46]([C@@H:9]([NH:13][C:14]([O:16][CH2:17][CH:18]2[C:30]3[CH:25]=[CH:26][CH:27]=[CH:28][C:29]=3[C:20]3[C:19]2=[CH:24][CH:23]=[CH:22][CH:21]=3)=[O:15])[CH2:8][CH2:7][C:6]([O:5][C:1]([CH3:4])([CH3:2])[CH3:3])=[O:32])[CH2:35]1)=[O:37]. Reported procedure: A solution of 4-(9-fluorenylmethoxycarbonyl)amino-(4S)-5-chloro-5-hydroxy-imino-pentanoic acid t-butyl ester (3.44 g, 7.50 mmol) and methyl methacrylate (2.40 mL, 3.0 eq) in dry ether under N2 at −78° C. was treated with EtN(i-Pr)2 (1.96 mL, 1.5 eq). Similar treatment as described previously followed by flash chromatography with 25-30% ethyl acetate/hexanes gave 3.46 g (89% overall) of the title compound as diastereomeric mixture. Procedure details: The title compound, m.p. 270-274° C., [α]D20 =−34° (c=0.54, methanol) and MS: m/e=346.3 (M+H+), was prepared from 2-chloro-4-(3,4-dihydro-1H-isoquinolin-2yl)-quinoline and (R)-3-hydroxypyrrolidine RXN SMILES: [Cl:1][C:2]1[CH:11]=[C:10]([N:12]2[CH2:21][CH2:20][C:19]3[C:14](=[CH:15][CH:16]=[CH:17][CH:18]=3)[CH2:13]2)[C:9]2[C:4](=[CH:5][CH:6]=[CH:7][CH:8]=2)[N:3]=1.[OH:22][C@@H:23]1[CH2:27][CH2:26][NH:25][CH2:24]1>CO>[ClH:1].[CH2:13]1[C:14]2[C:19](=[CH:18][CH:17]=[CH:16][CH:15]=2)[CH2:20][CH2:21][N:12]1[C:10]1[C:9]2[C:4](=[CH:5][CH:6]=[CH:7][CH:8]=2)[N:3]=[C:2]([N:25]2[CH2:26][CH2:27][C@@H:23]([OH:22])[CH2:24]2)[CH:11]=1 |f:3.4|. Yields the product Cl.C1N(CCC2=CC=CC=C12)C1=CC(=NC2=CC=CC=C12)N1C[C@@H](CC1)O ((R)-1-[4-(3,4-Dihydro-1H-isoquinolin-2-yl)-quinolin-2-yl]-pyrrolidin-3-ol hydrochloride). The solvent is CO (methanol). Reactants: ClC1=NC2=CC=CC=C2C(=C1)N1CC2=CC=CC=C2CC1 (2-chloro-4-(3,4-dihydro-1H-isoquinolin-2yl)-quinoline), O[C@H]1CNCC1 ((R)-3-hydroxypyrrolidine). Product: COC(=O)C(=O)c1c[nH]c2ncccc12. The reactants are [Al+3], CO, [Cl-], [Cl-], [Cl-], COC(=O)C(=O)Cl, ClCCl, c1cnc2[nH]ccc2c1. RXN SMILES: [Al+3:2].[CH3:21][OH:22].[Cl-:1].[Cl-:3].[Cl-:4].[Cl:14][C:15]([C:16](=[O:17])[O:18][CH3:19])=[O:20].[Cl:23][CH2:24][Cl:25].[nH:5]1[cH:6][cH:7][c:8]2[cH:9][cH:10][cH:11][n:12][c:13]12>>[nH:5]1[cH:6][c:7]([C:15]([C:16](=[O:17])[O:18][CH3:19])=[O:20])[c:8]2[cH:9][cH:10][cH:11][n:12][c:13]12. Starting materials: O.NN (Hydrazine hydrate), C(#N)CC(=O)NC=1C=NC=CC1N1CCN(CC1)C (2-cyano-N-(4-(4-methylpiperazin-1-yl)pyridin-3-yl)acetamide), ClC(C#N)(Cl)Cl (trichloroacetonitrile), C(C)(=O)[O-].[Na+] (sodium acetate). The solvent is C(C)O (ethanol). Conditions: time 18 hour. Product: NC1=NNC(=C1C(=O)NC=1C=NC=CC1N1CCN(CC1)C)N (3,5-diamino-N-[4-(4-methylpiperazin-1-yl)-3-pyridyl]-1H-pyrazole-4-carboxamide). Isolated yield 51.2%. RXN SMILES: [C:1]([CH2:3][C:4]([NH:6][C:7]1[CH:8]=[N:9][CH:10]=[CH:11][C:12]=1[N:13]1[CH2:18][CH2:17][N:16]([CH3:19])[CH2:15][CH2:14]1)=O)#[N:2].C([O-])(=O)C.[Na+].ClC(Cl)(Cl)[C:27]#[N:28].[OH2:31].[NH2:32][NH2:33]>C(O)C>[NH2:2][C:1]1[C:3]([C:4]([NH:6][C:7]2[CH:8]=[N:9][CH:10]=[CH:11][C:12]=2[N:13]2[CH2:18][CH2:17][N:16]([CH3:19])[CH2:15][CH2:14]2)=[O:31])=[C:27]([NH2:28])[NH:33][N:32]=1 |f:1.2,4.5|. Procedure details: To a suspension of 2-cyano-N-[4-(4-methylpiperazin-1-yl)-3-pyridyl]acetamide 8 (1.6 g, 6.170 mmol) in ethanol (40 mL) was added sodium acetate (1.052 g, 12.83 mmol), followed by trichloroacetonitrile (1.042 g, 733.8 μL, 7.219 mmol) dropwise. The heterogeneous mixture was stirred at room temperature under an atmosphere of nitrogen for 18h. The reaction mixture was concentrated under vacuum, and the residue was dissolved in NMP (30 mL). Hydrazine hydrate (803 mg, 780.4 mL, 16.04 mmol) was added an...